From a dataset of the Open Reaction Database (ORD), a public repository of structured organic reaction records. describe an organic reaction: reactants, conditions, products, and yield Starting materials: product, CO (MeOH), S(=O)(Cl)Cl (thionyl chloride), C(C)(=O)OCC (ethyl acetate), C(C1=CC=CC=C1)OC(=O)NCC[C@@H](C(=O)O)O (4-benzyloxycarbonylamino-2(S)-hydroxybutyric acid). The reagents and catalysts are [Pd] (Pd/C). The solvent is C(C)O (ethanol), C(C)O (ethanol). The product is Cl.C(C)OC([C@H](CCN)O)=O (4-AMINO-2(S)-HYDROXYBUTYRIC ACID ETHYL ESTER, HYDROCHLORIDE). As a reaction SMILES: C(OC([NH:11][CH2:12][CH2:13][C@H:14]([OH:18])[C:15]([OH:17])=[O:16])=O)C1C=CC=CC=1.S(Cl)([Cl:21])=O.[C:23](OCC)(=O)[CH3:24].CO>C(O)C.[Pd]>[ClH:21].[CH2:23]([O:17][C:15](=[O:16])[C@@H:14]([OH:18])[CH2:13][CH2:12][NH2:11])[CH3:24] |f:6.7|. Procedure details: Add 4-benzyloxycarbonylamino-2(S)-hydroxybutyric acid (2.57 g) to absolute ethanol (30 ml) containing thionyl chloride (2.0 ml) and heat the resulting mixture under reflux for 20 hours. Cool, filter and concentrate the reaction mixture in vacuo to give a pale yellow oil. Chromatograph this oil on a column of silica gel (500 ml) using ethyl acetate as eluant to obtain a yellow oil, [α]D26 =+0.4° (MeOH). Hydrogenate the product (1.4 g) in absolute ethanol (50 ml) containing 10% Pd/C (0.50 g) at 50... Yields the product N1=C(C=CC2=CC=CC=C12)C(=O)N[C@@H](CC(=O)O)C(N)=O (N-(2-quinolinylcarbonyl)-L-isoasparagine). Reaction SMILES: [NH2:1][C@H:2]([C:7](=[O:9])[NH2:8])[CH2:3][C:4]([OH:6])=[O:5].O.C(=O)(O)[O-].[C:15](O)(=[O:26])[C:16]1[CH:25]=[CH:24][C:23]2[C:18](=[CH:19][CH:20]=[CH:21][CH:22]=2)[N:17]=1>COCCOC.CN(C)C=O>[N:17]1[C:18]2[C:23](=[CH:22][CH:21]=[CH:20][CH:19]=2)[CH:24]=[CH:25][C:16]=1[C:15]([NH:1][C@H:2]([C:7](=[O:9])[NH2:8])[CH2:3][C:4]([OH:6])=[O:5])=[O:26]. Reactants: C(C1=NC2=CC=CC=C2C=C1)(=O)O (quinaldic acid), N-hydroxysuccinamide ester, N[C@@H](CC(=O)O)C(N)=O (L-isoasparagine), O (H2O), C([O-])(O)=O (bicarbonate). Procedure: To a solution of 0.50 g (3.78 mmol) of L-isoasparagine in 5.0 mL H2O containing ˜45 mg (1.5 eq) of solid bicarbonate. To this was added a suspension of 1.02 g (3.78 mmol) quinaldic acid, N-hydroxysuccinamide ester in ethylene glycol dimethylether, and the suspension was solubilized by the addition of 10 mL of dimethylformamide. After 3 hours the solution was acidified by the addition of 5% HC1 (aqueous) and the product was filtered and washed with water, dried under vacuum to yield 750 mg (70% y... The yield is 69.1%. Solvent: COCCOC (ethylene glycol dimethylether), CN(C=O)C (dimethylformamide).